From a dataset of the Open Reaction Database (ORD), a public repository of structured organic reaction records. describe an organic reaction: reactants, conditions, products, and yield Starting materials: CC(C)([O-])C.[K+] (potassium t-butoxide), ClCCCCS(=O)CC=1C=CC=2N(C1)C=CN2 (6-((4-chlorobutyl)sulfinylmethyl)imidazo[1,2-a]pyridine), ice water. The solvent is O1CCCC1.CN(P(N(C)C)(N(C)C)=O)C (tetrahydrofuran hexamethylphosphoric triamide), O1CCCC1.CN(P(N(C)C)(N(C)C)=O)C (tetrahydrofuran hexamethylphosphoric triamide). Run at time 1 hour. Yields the product N=1C=CN2C1C=CC(=C2)C2SCCCC2 (2-(Imidazol[1,2-a]pyridin-6-yl)tetrahydrothiopyran). Isolated yield 76.2%. Reaction SMILES: CC(C)([O-])C.[K+].Cl[CH2:8][CH2:9][CH2:10][CH2:11][S:12]([CH2:14][C:15]1[CH:16]=[CH:17][C:18]2[N:19]([CH:21]=[CH:22][N:23]=2)[CH:20]=1)=O>O1CCCC1.CN(C)P(=O)(N(C)C)N(C)C>[N:23]1[CH:22]=[CH:21][N:19]2[CH:20]=[C:15]([CH:14]3[CH2:8][CH2:9][CH2:10][CH2:11][S:12]3)[CH:16]=[CH:17][C:18]=12 |f:0.1,3.4|. Reported procedure: 8.68 g of potassium t-butoxide was added to 80 ml of a tetrahydrofuran/hexamethylphosphoric triamide [4:1 (v/v)] mixture, followed by the cooling with ice. A solution of 9.51 g of the 6-((4-chlorobutyl)sulfinylmethyl)imidazo[1,2-a]pyridine prepared in the Preparative Example 8 in 30 ml of a tetrahydrofuran/hexamethylphosphoric triamide [4: 1 (v/v)] mixture was dropped into the obtained mixture. The obtained mixture was stirred for one hour, followed by the addition of ice-water. The obtained mix... Reactants: resultant mixture, N1C=NC=C1 (imidazole), BrCCCCBr (1,4-dibromobutane), [H-].[Na+] (NaH). The solvent is C1CCOC1 (THF). Run at time 8 hour. Yields the product BrCCCCN1C=NC=C1 (1-(4-bromo-butyl)-1H-imidazole). RXN SMILES: [NH:1]1[CH:5]=[CH:4][N:3]=[CH:2]1.[Br:6][CH2:7][CH2:8][CH2:9][CH2:10]Br.[H-].[Na+]>C1COCC1>[Br:6][CH2:7][CH2:8][CH2:9][CH2:10][N:1]1[CH:5]=[CH:4][N:3]=[CH:2]1 |f:2.3|. Reported procedure: To a stirred solution of imidazole (500 mg, 7.35 mmol) and 1,4-dibromobutane (2.6 mL, 22.0) in THF (50 mL) was added 60% NaH (356 mg, 8.81 mmol), and the resultant mixture was refluxed for 2 h and stirred at room temperature overnight. The mixture was quenched with H2O (50 mL) and diluted with CH2Cl2 (75 mL). The aqueous phase was separated and extracted with CH2Cl2 (3×15 mL). The combined organic extracts were dried (Na2SO4), filtered, and concentrated to dryness. Purification by flash chromato... Reactants: FC=1C=C2C(=C(/C(/C2=CC1)=C/C1=CC=NC=C1)C)CCON (O-2-[Z-5-fluoro-2-methyl-1-(4-pyridyl)methylene-1H-inden-3-yl]ethyl hydroxylamine), OCC=O (hydroxyacetaldehyde). The product is FC=1C=C2C(=C(/C(/C2=CC1)=C/C1=CC=NC=C1)C)CCON=CCO (hydroxyacetaldehyde-O-2-[Z-5-fluoro-2-methyl-1-(4-pyridyl)methylene-1H-inden-3-yl]ethyl oxime). As a reaction SMILES: [F:1][C:2]1[CH:3]=[C:4]2[C:8](=[CH:9][CH:10]=1)/[C:7](=[CH:11]\[C:12]1[CH:17]=[CH:16][N:15]=[CH:14][CH:13]=1)/[C:6]([CH3:18])=[C:5]2[CH2:19][CH2:20][O:21][NH2:22].[OH:23][CH2:24][CH:25]=O>>[F:1][C:2]1[CH:3]=[C:4]2[C:8](=[CH:9][CH:10]=1)/[C:7](=[CH:11]\[C:12]1[CH:13]=[CH:14][N:15]=[CH:16][CH:17]=1)/[C:6]([CH3:18])=[C:5]2[CH2:19][CH2:20][O:21][N:22]=[CH:25][CH2:24][OH:23]. Procedure details: The title compound is prepared by reaction of O-2-[Z-5-fluoro-2-methyl-1-(4-pyridyl)methylene-1H-inden-3-yl]ethyl hydroxylamine with hydroxyacetaldehyde by the method of Example 1. The solvent is C=1(C(=CC=CC1)C)C (xylene). Reaction conditions: time 8 hour. Reported procedure: 10 g of boric acid are added to a solution of 76 g (0.63 mole) of 3-methylbenzaldehyde and 104.5 (0.63 mole) of 4-nitroacetophenone in 1 l of xylene, and the mixture is refluxed for 8 hours under a water separator. A further 5 g of boric acid are added, after which the mixture is boiled for a further 8 hours. This process is repeated until the theoretical amount of water has been separated off (2-3 times). The cooled reaction mixture is filtered under suction and the residue is washed with tolue... As a reaction SMILES: B(O)(O)O.[CH3:5][C:6]1[CH:7]=[C:8]([CH:11]=[CH:12][CH:13]=1)[CH:9]=O.[CH3:14][C:15]([C:17]1[CH:22]=[CH:21][C:20]([N+:23]([O-:25])=[O:24])=[CH:19][CH:18]=1)=[O:16].O>C1(C)C(C)=CC=CC=1>[N+:23]([C:20]1[CH:19]=[CH:18][C:17]([C:15](/[CH:14]=[CH:5]/[C:6]2[CH:13]=[CH:12][CH:11]=[C:8]([CH3:9])[CH:7]=2)=[O:16])=[CH:22][CH:21]=1)([O-:25])=[O:24]. Reactants: O (water), B(O)(O)O (boric acid), B(O)(O)O (boric acid), CC=1C=C(C=O)C=CC1 (3-methylbenzaldehyde), 104.5, CC(=O)C1=CC=C(C=C1)[N+](=O)[O-] (4-nitroacetophenone). Yields the product [N+](=O)([O-])C1=CC=C(C=C1)C(=O)\C=C\C1=CC(=CC=C1)C (E-(3-Methylstyryl) 4-nitrophenyl ketone). The reactants are BrB(Br)Br, CO, COc1ccc(Oc2c(Cl)cc(C(=O)N(C)CC(=O)O)cc2Cl)cc1C(C)C, ClCCl, O. Yields the product CC(C)c1cc(Oc2c(Cl)cc(C(=O)N(C)CC(=O)O)cc2Cl)ccc1O. As a reaction SMILES: [B:1]([Br:2])([Br:3])[Br:4].[CH3:33][OH:34].[CH3:5][N:6]([CH2:7][C:8](=[O:9])[OH:10])[C:11]([c:12]1[cH:13][c:14]([Cl:31])[c:15]([O:19][c:20]2[cH:21][c:22]([CH:28]([CH3:29])[CH3:30])[c:23]([O:26][CH3:27])[cH:24][cH:25]2)[c:16]([Cl:18])[cH:17]1)=[O:32].[Cl:36][CH2:37][Cl:38].[OH2:35]>>[CH3:5][N:6]([CH2:7][C:8](=[O:9])[OH:10])[C:11]([c:12]1[cH:13][c:14]([Cl:31])[c:15]([O:19][c:20]2[cH:21][c:22]([CH:28]([CH3:29])[CH3:30])[c:23]([OH:26])[cH:24][cH:25]2)[c:16]([Cl:18])[cH:17]1)=[O:32]. Reactants: C=CCBr, CN(C)C=O, [Cl-], COC(=O)C1CCOc2ccc(F)cc21, [H-], [NH4+], [Na+]. The product is C=CCC1(C(=O)OC)CCOc2ccc(F)cc21. As a reaction SMILES: [CH2:18]([CH:19]=[CH2:20])[Br:21].[CH3:24][N:25]([CH3:26])[CH:27]=[O:28].[Cl-:22].[F:1][c:2]1[cH:3][c:4]2[c:9]([cH:10][cH:11]1)[O:8][CH2:7][CH2:6][CH:5]2[C:12](=[O:13])[O:14][CH3:15].[H-:16].[NH4+:23].[Na+:17]>>[F:1][c:2]1[cH:3][c:4]2[c:9]([cH:10][cH:11]1)[O:8][CH2:7][CH2:6][C:5]2([C:12](=[O:13])[O:14][CH3:15])[CH2:20][CH:19]=[CH2:18]. Reactants: C1=CC(=C(C=C1C=2C=CC(=CC2F)F)C(=O)O)O (diflunisal), N(C)C[C@H](O)[C@@H](O)[C@H](O)[C@H](O)CO (meglumine). Solvent: C(C)O (ethanol). Run at temperature 20 celsius. Product: C1=CC(=C(C=C1C=2C=CC(=CC2F)F)C(=O)O)O.N(C)C[C@H](O)[C@@H](O)[C@H](O)[C@H](O)CO (diflunisal meglumine). Isolated yield 94.1%. Reaction SMILES: [CH:1]1[C:6]([C:7]2[CH:8]=[CH:9][C:10]([F:14])=[CH:11][C:12]=2[F:13])=[CH:5][C:4]([C:15]([OH:17])=[O:16])=[C:3]([OH:18])[CH:2]=1.[NH:19]([CH2:21][C@@H:22]([C@H:24]([C@@H:26]([C@@H:28]([CH2:30][OH:31])[OH:29])[OH:27])[OH:25])[OH:23])[CH3:20]>C(O)C>[CH:1]1[C:6]([C:7]2[CH:8]=[CH:9][C:10]([F:14])=[CH:11][C:12]=2[F:13])=[CH:5][C:4]([C:15]([OH:17])=[O:16])=[C:3]([OH:18])[CH:2]=1.[NH:19]([CH2:21][C@@H:22]([C@H:24]([C@@H:26]([C@@H:28]([CH2:30][OH:31])[OH:29])[OH:27])[OH:25])[OH:23])[CH3:20] |f:3.4|. Reported procedure: 83 grams of diflunisal, dissolved in 500 ml ethanol, were added to an aqueous solution of 65 g meglumine, by stirring slowly and at room temperature (20° C.), and the reaction mixture was maintained under stirring for 4 hours until the reaction was complete. After cooling at 7° C., the resulting white precipitate was filtered and washed with small quantities of ethanol. After drying, 139 g of diflunisal meglumine were obtained as a white microcrystalline powder.